describe an organic reaction: reactants, conditions, products, and yield From a dataset of the Open Reaction Database (ORD), a public repository of structured organic reaction records. Starting materials: C(#N)C=1C(=CC(=C(C(=O)OC(C)(C)C)C1)OCC)C (tert-butyl 5-cyano-2-ethoxy-4-methylbenzoate), BrN1C(CCC1=O)=O (N-bromosuccinimide), C(C1=CC=CC=C1)(=O)OOC(C1=CC=CC=C1)=O (benzoyl peroxide), C(#N)C=1C(=CC(=C(C(=O)OC(C)(C)C)C1)OCC)C (tert-butyl 5-cyano-2-ethoxy-4-methylbenzoate). Solvent: C(Cl)(Cl)(Cl)Cl (carbon tetrachloride). Product: BrCC1=CC(=C(C(=O)OC(C)(C)C)C=C1C#N)OCC (tert-Butyl 4-(bromomethyl)-5-cyano-2-ethoxybenzoate). As a reaction SMILES: [C:1]([C:3]1[C:4]([CH3:19])=[CH:5][C:6]([O:16][CH2:17][CH3:18])=[C:7]([CH:15]=1)[C:8]([O:10][C:11]([CH3:14])([CH3:13])[CH3:12])=[O:9])#[N:2].[Br:20]N1C(=O)CCC1=O.C(OOC(=O)C1C=CC=CC=1)(=O)C1C=CC=CC=1>C(Cl)(Cl)(Cl)Cl>[Br:20][CH2:19][C:4]1[C:3]([C:1]#[N:2])=[CH:15][C:7]([C:8]([O:10][C:11]([CH3:12])([CH3:13])[CH3:14])=[O:9])=[C:6]([O:16][CH2:17][CH3:18])[CH:5]=1. Reported procedure: After dissolving tert-butyl 5-cyano-2-ethoxy-4-methylbenzoate (8.91 g) in carbon tetrachloride, N-bromosuccinimide (6.6 g) and benzoyl peroxide (400 mg) were added and the mixture was heated to reflux for 3 hours. The reaction mixture was filtered and concentrated. The residue was purified by silica gel column chromatography (solvent: n-hexane-ethyl acetate) to yield a mixture of the title compound and tert-butyl 5-cyano-2-ethoxy-4-methylbenzoate (starting material) (8.80 g) as a white solid. Reactants: CC(C)([O-])C.[Na+] (Sodium tert-butoxide), ClC1=NC=2N3[C@H](CNC2C=N1)COCC3 ((R)-2-chloro-5,6,6a,7,9,10-hexahydro-[1,4]oxazino[3,4-h]pteridine), BrC1=CC(=C(C(=O)OC)C=C1)CBr (methyl 4-bromo-2-(bromomethyl)benzoate). Solvent: CS(=O)C (DMSO). Run at time 5 minute. Yields the product BrC1=CC(=C(C(=O)OC)C=C1)CN1C=2C=NC(=NC2N2[C@H](C1)COCC2)Cl ((R)-methyl 4-bromo-2-((2-chloro-6a,7,9,10-tetrahydro-[1,4]oxazino[3,4-h]pteridin-5(6H)-yl)methyl)benzoate). Yield: 41.0%. RXN SMILES: [Cl:1][C:2]1[N:11]=[CH:10][C:9]2[NH:8][CH2:7][C@@H:6]3[CH2:12][O:13][CH2:14][CH2:15][N:5]3[C:4]=2[N:3]=1.CC(C)([O-])C.[Na+].[Br:22][C:23]1[CH:32]=[CH:31][C:26]([C:27]([O:29][CH3:30])=[O:28])=[C:25]([CH2:33]Br)[CH:24]=1>CS(C)=O>[Br:22][C:23]1[CH:32]=[CH:31][C:26]([C:27]([O:29][CH3:30])=[O:28])=[C:25]([CH2:33][N:8]2[CH2:7][C@@H:6]3[CH2:12][O:13][CH2:14][CH2:15][N:5]3[C:4]3[N:3]=[C:2]([Cl:1])[N:11]=[CH:10][C:9]2=3)[CH:24]=1 |f:1.2|. Procedure details: (R)-2-chloro-5,6,6a,7,9,10-hexahydro-[1,4]oxazino[3,4-h]pteridine (200 mg, 0.882 mmol) (PREPARATION x2, 200 mg, 0.882 mmol) was dissolved in DMSO (5 mL). Sodium tert-butoxide (102 mg, 1.059 mmol) was then added to give a brown solution. After 5 minutes, methyl 4-bromo-2-(bromomethyl)benzoate (299 mg, 0.971 mmol) was added dropwise. The reaction was stirred overnight at room temperature, then quenched with aqueous saturated NH4Cl. The reaction mixture was diluted with ethyl acetate and washed wit... The reactants are Cc1cn(N)c2c(F)cccc12, Cc1nc(-c2cccc(F)c2)ncc1C(=O)O, CN(C)C=O. Product: Cc1nc(-c2cccc(F)c2)ncc1C(=O)Nn1cc(C)c2cccc(F)c21. RXN SMILES: [F:18][c:19]1[cH:20][cH:21][cH:22][c:23]2[c:24]([CH3:29])[cH:25][n:26]([NH2:28])[c:27]12.[F:1][c:2]1[cH:3][c:4](-[c:8]2[n:9][cH:10][c:11]([C:15](=[O:16])[OH:17])[c:12]([CH3:14])[n:13]2)[cH:5][cH:6][cH:7]1.[O:30]=[CH:31][N:32]([CH3:33])[CH3:34]>>[F:1][c:2]1[cH:3][c:4](-[c:8]2[n:9][cH:10][c:11]([C:15](=[O:17])[NH:28][n:26]3[cH:25][c:24]([CH3:29])[c:23]4[cH:22][cH:21][cH:20][c:19]([F:18])[c:27]43)[c:12]([CH3:14])[n:13]2)[cH:5][cH:6][cH:7]1. Starting materials: C(#N)[BH3-].[Na+] (sodium cyanoborohydride), CC1(OC2=C(C(N1)=O)C=CC(=C2)OCC=O)C (2,3-dihydro-2,2-dimethyl-7-(2-oxoethoxy)-4H-1,3-benzoxazin-4-one), Cl (hydrochloric acid), Cl (hydrochloric acid), NCC(COC1=CC=C(C=C1)C=1N(C=C(N1)C(F)(F)F)C)O (1-amino-3-[4-(1-methyl-4-(trifluoromethyl)-1H-imidazol-2-yl)-phenoxy]-2-propanol), CO (methanol), [OH-].[K+] (potassium hydroxide), Schiff's base. Run at time 1 hour. The product is C(N)(=O)C=1C=C(OCCNCC(COC2=CC=C(C=C2)C=2N(C=C(N2)C(F)(F)F)C)O)C=CC1O (1-[2-(3 -carbamoyl-4-hydroxyphenoxy)-ethylamino]-3-[4-[1-methyl-4-(trifluoromethyl)-1H-imidazol-2-yl]-phenoxy]-2-propanol). As a reaction SMILES: Cl.[NH2:2][CH2:3][CH:4]([OH:23])[CH2:5][O:6][C:7]1[CH:12]=[CH:11][C:10]([C:13]2[N:14]([CH3:22])[CH:15]=[C:16]([C:18]([F:21])([F:20])[F:19])[N:17]=2)=[CH:9][CH:8]=1.[OH-:24].[K+].[CH3:26][C:27]1(C)NC(=O)[C:30]2[CH:34]=[CH:35][C:36](OCC=O)=[CH:37][C:29]=2[O:28]1.[C:43]([BH3-])#[N:44].[Na+].C[OH:48]>>[C:43]([C:34]1[CH:30]=[C:29]([CH:37]=[CH:36][C:35]=1[OH:48])[O:28][CH2:27][CH2:26][NH:2][CH2:3][CH:4]([OH:23])[CH2:5][O:6][C:7]1[CH:8]=[CH:9][C:10]([C:13]2[N:14]([CH3:22])[CH:15]=[C:16]([C:18]([F:21])([F:19])[F:20])[N:17]=2)=[CH:11][CH:12]=1)(=[O:24])[NH2:44] |f:2.3,5.6|. Procedure details: 4.28 ml of 5.9N methanolic hydrochloric acid are added to a solution of 8.39 g of 1-amino-3-[4-(1-methyl-4-(trifluoromethyl)-1H-imidazol-2-yl)-phenoxy]-2-propanol in 250 ml of methanol. The pH is adjusted to 8-9 by the addition of solid potassium hydroxide; there are subsequently added 25 g of molecular sieve (pore size 3 Å), 5.6 g of 2,3-dihydro-2,2-dimethyl-7-(2-oxoethoxy)-4H-1,3-benzoxazin-4-one and finally 0.59 g of sodium cyanoborohydride. The mixture, containing the corresponding Schiff's ... Reactants: CCO, CC(C)(C)C#CC#CCBr, NCCN. The product is CC(C)(C)C#CC#CCNCCN. As a reaction SMILES: [CH3:15][CH2:16][OH:17].[CH3:5][C:6]([C:7]#[C:8][C:9]#[C:10][CH2:11][Br:12])([CH3:13])[CH3:14].[NH2:1][CH2:2][CH2:3][NH2:4]>>[NH:1]([CH2:2][CH2:3][NH2:4])[CH2:11][C:10]#[C:9][C:8]#[C:7][C:6]([CH3:5])([CH3:13])[CH3:14]. Reactants: COC=1C=C(CC2N(CCC(C2(C)C)=C)C=O)C=CC1 (2-(3-Methoxy-benzyl)-3,3-dimethyl-4-methylene-piperidine-1-carbaldehyde), Br (HBr). Run in O (water). Run at time 24 hour. Yields the product CC12C3=C(CC(NCC1)C2(C)C)C=C(C=C3)O (6,11,11-trimethyl-1,2,3,4,5,6-hexahydro-2,6-methano-benzo[d]azocin-9-ol). RXN SMILES: C[O:2][C:3]1[CH:4]=[C:5]([CH:18]=[CH:19][CH:20]=1)[CH2:6][CH:7]1[C:12]([CH3:14])([CH3:13])[C:11](=[CH2:15])[CH2:10][CH2:9][N:8]1C=O.Br>O>[CH3:15][C:11]12[C:12]([CH3:13])([CH3:14])[CH:7]([NH:8][CH2:9][CH2:10]1)[CH2:6][C:5]1[CH:4]=[C:3]([OH:2])[CH:20]=[CH:19][C:18]2=1. Procedure: 2-(3-Methoxy-benzyl)-3,3-dimethyl-4-methylene-piperidine-1-carbaldehyde (for preparation see J. Med. Chem. 1997, 40, 2928-2939; 47.5 g) is combined with 48% HBr in water (300 mL). The mixture is heated to reflux temperature and stirred at this temperature for 24 h. After cooling to ambient temperature, the precipitate is separated by filtration, washed with water, and triturated with acetone. Then, the precipitate is taken up in a mixture of 1 N aqueous NaOH solution and CH2Cl2. The CH2Cl2 phase... The reactants are CCOC(=O)/N=N/C(=O)OCC (Diethylazodicarboxylate), BrC1=C(C(=CC(=C1)C1=C2C=CC=CC2=C(C2=C1C1=C(S2)C=CC=C1)Br)Br)O (2,6-dibromo-4-(6-bromo-benzo [b]naphtho[2,3-d]thiophen-11-yl)-phenol), O[C@@H](C(=O)OC)CC1=CC=CC=C1 ((R)-2-hydroxy-3-phenylpropionic acid, methyl ester), C1(=CC=CC=C1)P(C1=CC=CC=C1)C1=CC=CC=C1 (triphenylphosphine). Run in C1=CC=CC=C1 (benzene), CCOCC (ether). Conditions: temperature 80 celsius. Yields the product BrC1=C(O[C@H](C(=O)OC)CC2=CC=CC=C2)C(=CC(=C1)C1=C2C=CC=CC2=C(C2=C1C1=C(S2)C=CC=C1)Br)Br ((S)-2-[2,6-Dibromo-4-(6-bromo-benzo[b]naphtho[2,3-d]thiophen-11-yl)-phenoxy]-3-phenyl-propionic acid, methyl ester). The yield is 96.3%. As a reaction SMILES: CCOC(/N=N/C(OCC)=O)=O.[Br:13][C:14]1[CH:19]=[C:18]([C:20]2[C:29]3[C:30]4[CH:36]=[CH:35][CH:34]=[CH:33][C:31]=4[S:32][C:28]=3[C:27]([Br:37])=[C:26]3[C:21]=2[CH:22]=[CH:23][CH:24]=[CH:25]3)[CH:17]=[C:16]([Br:38])[C:15]=1[OH:39].O[C@H:41]([CH2:46][C:47]1[CH:52]=[CH:51][CH:50]=[CH:49][CH:48]=1)[C:42]([O:44][CH3:45])=[O:43].C1(P(C2C=CC=CC=2)C2C=CC=CC=2)C=CC=CC=1>CCOCC.C1C=CC=CC=1>[Br:38][C:16]1[CH:17]=[C:18]([C:20]2[C:29]3[C:30]4[CH:36]=[CH:35][CH:34]=[CH:33][C:31]=4[S:32][C:28]=3[C:27]([Br:37])=[C:26]3[C:21]=2[CH:22]=[CH:23][CH:24]=[CH:25]3)[CH:19]=[C:14]([Br:13])[C:15]=1[O:39][C@@H:41]([CH2:46][C:47]1[CH:52]=[CH:51][CH:50]=[CH:49][CH:48]=1)[C:42]([O:44][CH3:45])=[O:43]. Procedure: Diethylazodicarboxylate (0.839 mL, 5.50 mmol) was added dropwise to a stirred, room temperature suspension of 2,6-dibromo-4-(6-bromo-benzo [b]naphtho[2,3-d]thiophen-11-yl)-phenol (2.00 g, 3.55 mmol), (R)-2-hydroxy-3-phenylpropionic acid, methyl ester (0.96 g, 5.50 mmol), triphenylphosphine (1.40 g, 5.50 mmol) and benzene (15 mL) under a dry nitrogen atmosphere. Dissolution occurred and the solution was heated in an 80° C. oil bath for 19 h. Upon cooling to room temperature, the reaction mixture ... Reactants: OC=1C=CC=2C(C3=CC=CC=C3OC2C1O)=O (3,4-dihydroxyxanthen-9-one), C(C=C)Br (allyl bromide), O.C([O-])([O-])=O.[K+].[K+] (potassium carbonate hydrate), CC(=O)C (acetone). Run in ClCCl (dichloromethane). The product is C(C=C)OC=1C=CC=2C(C3=CC=CC=C3OC2C1OCC=C)=O (3,4-bis-allyloxyxanthen-9-one). Isolated yield 95.0%. Reaction SMILES: [OH:1][C:2]1[CH:3]=[CH:4][C:5]2[C:6](=[O:17])[C:7]3[C:12]([O:13][C:14]=2[C:15]=1[OH:16])=[CH:11][CH:10]=[CH:9][CH:8]=3.[CH2:18](Br)[CH:19]=[CH2:20].O.C(=O)([O-])[O-].[K+].[K+].[CH3:29][C:30]([CH3:32])=O>ClCCl>[CH2:18]([O:1][C:2]1[CH:3]=[CH:4][C:5]2[C:6](=[O:17])[C:7]3[C:12]([O:13][C:14]=2[C:15]=1[O:16][CH2:32][CH:30]=[CH2:29])=[CH:11][CH:10]=[CH:9][CH:8]=3)[CH:19]=[CH2:20] |f:2.3.4.5|. Procedure: A stirred solution of 3,4-dihydroxyxanthen-9-one (290 mg, 1.27 mmol), allyl bromide (800 μL, 9.20 mmol), potassium carbonate hydrate (1.28 g, 7.77 mmol) and acetone (15.0 mL) was refluxed for 2.5 h. The solution was cooled to room temperature and dichloromethane was added. The mixture was filtered and the filtrate was rotary evaporated to yield 372 mg (95%) of the title compound as a white solid. 1H NMR (DMSO-d6, 300 MHz): δ 8.33 (dd, J1=7.84 Hz, J2=1.79, 1H), 8.07 (d, J=8.79 Hz, 1H), 7.72 (ddd,... The reactants are Cl (HCl), CO (MeOH), C(#CCCCCCC)C=1C=C(C=NC1)OC[C@H]1NCCC1 (5-octynyl-3-(2-(S)-pyrrolidinylmethoxy)pyridine), Cl (hydrogen chloride), CI NH3. The solvent is CCOCC (Et2O). Product: Cl.Cl.C(#CCCCCCC)C=1C=C(C=NC1)OC[C@H]1NCCC1 (5-Octynyl-3-(2-(S)-pyrrolidinylmethoxy)pyridine dihydrochloride). RXN SMILES: [C:1]([C:9]1[CH:10]=[C:11]([O:15][CH2:16][C@@H:17]2[CH2:21][CH2:20][CH2:19][NH:18]2)[CH:12]=[N:13][CH:14]=1)#[C:2][CH2:3][CH2:4][CH2:5][CH2:6][CH2:7][CH3:8].[ClH:22].CO>CCOCC>[ClH:22].[ClH:22].[C:1]([C:9]1[CH:10]=[C:11]([O:15][CH2:16][C@@H:17]2[CH2:21][CH2:20][CH2:19][NH:18]2)[CH:12]=[N:13][CH:14]=1)#[C:2][CH2:3][CH2:4][CH2:5][CH2:6][CH2:7][CH3:8] |f:4.5.6|. Procedure details: To a solution of 5-octynyl-3-(2-(S)-pyrrolidinylmethoxy)pyridine from step b above in Et2O was added hydrogen chloride (1.0 M in Et2O) carefully to afford the tittle compound: 1H NMR (D2O) δ0.87 (t, 3H, J=7.0 Hz), 1.32 (t, 4H, J=4.0 Hz), 1.45 (t, 2H, J=7.0 Hz), 1.96 (m, 1H), 2.02-2.20 (m, 2H), 2.29 (m, 1H), 2.49 (t, 2H, J=7.0 Hz), 3.41 (t, 2H, J=7.0 Hz), 4.14 (m, 1H), 4.33 (dd, 1H, J=7.5, 11.0 Hz), 4.54 (dd, 1H, J=3.5, 11.0 Hz), 7.90 (t, 1H, J=1.5 Hz), 8.37 (t, 2H, J=3.0 Hz); MS (CI/NH3) m/z 287...